Dataset: the Open Reaction Database (ORD), a public repository of structured organic reaction records. Task: describe an organic reaction: reactants, conditions, products, and yield Reactants: CCl (methyl chloride), [OH-].[Na+] (NaOH), O (H2O), CC(C(C)=O)=CCC1C(C(CC1)C)(C)C (3-methyl-5-(2,2,3-trimethyl-cyclopent-1-yl)-pent-3-en-2-one). Reagents/catalysts: CCCCCCCC[N+](C)(CCCCCCCC)CCCCCCCC.[Cl-] (tricaprylmethylammonium chloride). The solvent is C1(=CC=CC=C1)C (toluene). Conditions: time 20 hour. The product is CC(C(C)=O)(C=CC1C(C(CC1)C)(C)C)C (3,3-Dimethyl-5-(2,2,3-trimethyl-cyclopent-1-yl)-pent-4-en-2-one). RXN SMILES: [OH-].[Na+].O.[CH3:4][C:5](=[CH:9][CH2:10][CH:11]1[CH2:15][CH2:14][CH:13]([CH3:16])[C:12]1([CH3:18])[CH3:17])[C:6](=[O:8])[CH3:7].[CH3:19]Cl>CCCCCCCC[N+](CCCCCCCC)(CCCCCCCC)C.[Cl-].C1(C)C=CC=CC=1>[CH3:4][C:5]([CH3:19])([CH:9]=[CH:10][CH:11]1[CH2:15][CH2:14][CH:13]([CH3:16])[C:12]1([CH3:17])[CH3:18])[C:6](=[O:8])[CH3:7] |f:0.1,5.6|. Procedure: To a rapidly stirred mixture of 400 g of NaOH, 400 g of H2O and 400 ml of toluene are added 8 g of tricaprylmethylammonium chloride (Aliquat 336), then 70 g of 3-methyl-5-(2,2,3-trimethyl-cyclopent-1-yl)-pent-3-en-2-one (0.34 moles) at room temperature. At the end of the addition methyl chloride is injected over~20 hours. The temperature reaches 30° C. The reaction is monitored by GC. After 20 hours the alkylation is finished and the reaction mass is poured into ice. The resulting mixture is ext... Reactants: CN(C)C(=CS(=O)(=O)C1=CC=C(C=C1)OS(=O)(=O)C1=CC=C(C)C=C1)C(CC)=O (1-(N,N-dimethylamino)-1propionyl 2-(4-tosyloxybenzenesulfonyl)ethene), O (water), CNN (methylhydrazine). The solvent is CO (methanol). Yields the product C(C)C1=C(C=NN1C)S(=O)(=O)C1=CC=C(C=C1)O (5-ethyl 4-(4-hydroxybenzenesulfonyl)1-methyl pyrazole). Yield: 43.2%. RXN SMILES: C[N:2]([C:4]([C:26](=O)[CH2:27]C)=[CH:5][S:6]([C:9]1[CH:14]=[CH:13][C:12]([O:15]S(C2C=CC(C)=CC=2)(=O)=O)=[CH:11][CH:10]=1)(=[O:8])=[O:7])[CH3:3].O.[CH3:31][NH:32]N>CO>[CH2:26]([C:4]1[N:2]([CH3:3])[N:32]=[CH:31][C:5]=1[S:6]([C:9]1[CH:10]=[CH:11][C:12]([OH:15])=[CH:13][CH:14]=1)(=[O:7])=[O:8])[CH3:27]. Reported procedure: A mixture composed of 4.3 g (0.01 mole) of 1-(N,N-dimethylamino)-1propionyl 2-(4-tosyloxybenzenesulfonyl)ethene is heated at reflux for 20 hours in 25 ml of methanol and 10 ml of water in the presence of 2.35 g (0.05 mole) of methylhydrazine. The mixture is allowed to cool to room temperature and then cooled in ice for 1 h. It is evaporated to dryness and 4.85 g of residue are thus obtained which are recrystallized from 250 ml of water and decolorized with 0.8 g of active charcoal. The product i...